From a dataset of the Open Reaction Database (ORD), a public repository of structured organic reaction records. describe an organic reaction: reactants, conditions, products, and yield Procedure: A solution of crude 1-(4-methyl-benzyl)-3-(2-oxo-tetrahydro-furan-3-yl)-urea (48.5 g, assume 0.137 mol) in MeOH (1.5 L) was treated with sodium methoxide (21.1 g, 0.391 mol) and heated to reflux under N2 for 2 h until done by thin layer chromatography (9:1 CH2Cl2:MeOH). The reaction was cooled and the solvent removed in vacuo to give a residue that was combined with aqueous 1 N HCl (640 mL) and extracted with EtOAc. The organic layer was dried (MgSO4) and the solvent removed in vacuo to afford 2... Reactants: CC1=CC=C(CNC(=O)NC2C(OCC2)=O)C=C1 (1-(4-methyl-benzyl)-3-(2-oxo-tetrahydro-furan-3-yl)-urea), C[O-].[Na+] (sodium methoxide), Cl (HCl), C(Cl)Cl (CH2Cl2). The yield is 72.7%. The product is OCCC1C(N(C(N1)=O)CC1=CC=C(C=C1)C)=O (5-(2-hydroxy-ethyl)-3-(4-methyl-benzyl)-imidazolidine-2,4-dione). RXN SMILES: [CH3:1][C:2]1[CH:18]=[CH:17][C:5]([CH2:6][NH:7][C:8]([NH:10][CH:11]2[CH2:15][CH2:14][O:13][C:12]2=[O:16])=[O:9])=[CH:4][CH:3]=1.C[O-].[Na+].C(Cl)Cl.Cl>CO>[OH:13][CH2:14][CH2:15][CH:11]1[NH:10][C:8](=[O:9])[N:7]([CH2:6][C:5]2[CH:17]=[CH:18][C:2]([CH3:1])=[CH:3][CH:4]=2)[C:12]1=[O:16] |f:1.2|. Run in CO (MeOH), CO (MeOH).